Task: describe an organic reaction: reactants, conditions, products, and yield. Dataset: the Open Reaction Database (ORD), a public repository of structured organic reaction records The reactants are ClC1=NC=C(C(=N1)Cl)N(O)O (2,4-Dichloro-5-(dihydroxyamino)pyrimidine), NC[C@H]1N(CCC1)C(=O)OC(C)(C)C (1,1-dimethylethyl (2S)-2-(aminomethyl)-1-pyrrolidinecarboxylate), CCN(C(C)C)C(C)C (DIEA). The solvent is C(Cl)Cl (DCM). Conditions: time 1 hour. Yields the product ClC1=NC=C(C(=N1)NC[C@H]1N(CCC1)C(=O)OC(C)(C)C)N(O)O (1,1-dimethylethyl (2S)-2-({[2-chloro-5-(dihydroxyamino)-4-pyrimidinyl]amino}methyl)-1-pyrrolidinecarboxylate). Yield: 71.3%. RXN SMILES: [Cl:1][C:2]1[N:7]=[C:6](Cl)[C:5]([N:9]([OH:11])[OH:10])=[CH:4][N:3]=1.[NH2:12][CH2:13][C@@H:14]1[CH2:18][CH2:17][CH2:16][N:15]1[C:19]([O:21][C:22]([CH3:25])([CH3:24])[CH3:23])=[O:20].CCN(C(C)C)C(C)C>C(Cl)Cl>[Cl:1][C:2]1[N:7]=[C:6]([NH:12][CH2:13][C@@H:14]2[CH2:18][CH2:17][CH2:16][N:15]2[C:19]([O:21][C:22]([CH3:25])([CH3:24])[CH3:23])=[O:20])[C:5]([N:9]([OH:11])[OH:10])=[CH:4][N:3]=1. Procedure: 2,4-Dichloro-5-(dihydroxyamino)pyrimidine (2.5 g, 12.75 mmol), 1,1-dimethylethyl (2S)-2-(aminomethyl)-1-pyrrolidinecarboxylate (1.277 g, 6.38 mmol), and DIEA (1.114 mL, 6.38 mmol) were dissolved in DCM (75 mL). The mixture was stirred for 1 h, and when the reaction was complete as determined by LCMS, the solution was concentrated in vacuo. This crude product was purified by flash chromatography (Combiflash, 0-100% ethyl acetate/hexanes) to provide 1,1-dimethylethyl (2S)-2-({[2-chloro-5-(dihydrox... Starting materials: OC(C[C@@]1(CCN(C(O1)=O)[C@@H](C)C1=CC=C(C=C1)B1OC(C(O1)(C)C)(C)C)C1=CC=CC=C1)(C)C ((S)-6-(2-hydroxy-2-methylpropyl)-6-phenyl-3-[(S)-1-(4-(4,4,5,5-tetramethyl-1,3,2-dioxaborolan-2-yl)phenyl)ethyl]-1,3-oxazinan-2-one), BrC1=CC(N(C=C1)CC(CO)C)=O (4-bromo-1-(3-hydroxy-2-methyl-propyl)-1H-pyridin-2-one). Yields the product OC(C[C@@]1(CCN(C(O1)=O)[C@@H](C)C1=CC=C(C=C1)C1=CC(N(C=C1)CC(CO)C)=O)C1=CC=CC=C1)(C)C ((S)-6-(2-Hydroxy-2-methyl-propyl)-3-((S)-1-{4-[1-(3-hydroxy-2-methyl-propyl)-2-oxo-1,2-dihydro-pyridin-4-yl]-phenyl}-ethyl)-6-phenyl-[1,3]oxazinan-2-one). RXN SMILES: [OH:1][C:2]([CH3:35])([CH3:34])[CH2:3][C@@:4]1([C:28]2[CH:33]=[CH:32][CH:31]=[CH:30][CH:29]=2)[O:9][C:8](=[O:10])[N:7]([C@H:11]([C:13]2[CH:18]=[CH:17][C:16](B3OC(C)(C)C(C)(C)O3)=[CH:15][CH:14]=2)[CH3:12])[CH2:6][CH2:5]1.Br[C:37]1[CH:42]=[CH:41][N:40]([CH2:43][CH:44]([CH3:47])[CH2:45][OH:46])[C:39](=[O:48])[CH:38]=1>>[OH:1][C:2]([CH3:34])([CH3:35])[CH2:3][C@@:4]1([C:28]2[CH:33]=[CH:32][CH:31]=[CH:30][CH:29]=2)[O:9][C:8](=[O:10])[N:7]([C@H:11]([C:13]2[CH:14]=[CH:15][C:16]([C:37]3[CH:42]=[CH:41][N:40]([CH2:43][CH:44]([CH3:47])[CH2:45][OH:46])[C:39](=[O:48])[CH:38]=3)=[CH:17][CH:18]=2)[CH3:12])[CH2:6][CH2:5]1. Procedure details: The title compound was prepared from (S)-6-(2-hydroxy-2-methylpropyl)-6-phenyl-3-[(S)-1-(4-(4,4,5,5-tetramethyl-1,3,2-dioxaborolan-2-yl)phenyl)ethyl]-1,3-oxazinan-2-one and 4-bromo-1-(3-hydroxy-2-methyl-propyl)-1H-pyridin-2-one following a procedure analogous to that described in Example 75. Mass spectrum (ESI+): m/z=519 [M+H]+. Starting materials: C(C#C)(=O)OCC (ethyl 2-propynoate), C[Si](C)(C)N=[N+]=[N-] (trimethylsilyl azide). Solvent: CO (methanol). Conditions: temperature 100 celsius. Product: N=1NN=C(C1)C(=O)OCC (Ethyl 2H-1,2,3-triazole-4-carboxylate). Reaction SMILES: [C:1]([O:5][CH2:6][CH3:7])(=[O:4])[C:2]#[CH:3].C[Si]([N:12]=[N+:13]=[N-:14])(C)C>CO>[N:12]1[NH:13][N:14]=[C:2]([C:1]([O:5][CH2:6][CH3:7])=[O:4])[CH:3]=1. Procedure details: A mixture of ethyl 2-propynoate (4.13 ml) and trimethylsilyl azide (13.5 ml) was heated to 100° C. for 24 h. The cooled mixture was cautiously decomposed with methanol (50 ml) and evaporated in vacuo to give the title compound (5.7 g) as a white solid. The reactants are COC(=O)c1ccc2c(c1)Sc1cc3c(cc1CC2)CCC3, ClCCl, [Ca+2], O=C(OO)c1cccc(Cl)c1, [OH-], [OH-]. Product: COC(=O)c1ccc2c(c1)S(=O)c1cc3c(cc1CC2)CCC3. As a reaction SMILES: [CH2:1]1[CH2:2][CH2:3][c:4]2[cH:5][c:6]3[c:7]([cH:21][c:22]21)[CH2:8][CH2:9][c:10]1[c:11]([cH:13][c:14]([C:17](=[O:18])[O:19][CH3:20])[cH:15][cH:16]1)[S:12]3.[CH2:37]([Cl:38])[Cl:39].[Ca+2:35].[Cl:23][c:24]1[cH:25][cH:26][cH:27][c:28]([C:29]([O:30][OH:32])=[O:31])[cH:33]1.[OH-:34].[OH-:36]>>[CH2:1]1[CH2:2][CH2:3][c:4]2[cH:5][c:6]3[c:7]([cH:21][c:22]21)[CH2:8][CH2:9][c:10]1[c:11]([cH:13][c:14]([C:17](=[O:18])[O:19][CH3:20])[cH:15][cH:16]1)[S:12]3=[O:31]. Reported procedure: A suspension of 2-Amino-5-bromo-N-methoxy-N-methyl-nicotinamide (0.2 g, 0.77 mmol), N-cyclopropyl 3-boronobenzenesulfonamide (0.2 g, 0.84 mmol), Pd(dppf)Cl2.DCM (0.063 g, 0.077 mmol) in 2M Na2CO3 (1 ml) and DME (3 ml) is heated at reflux for 1 hour. The crude reaction mixture is subjected to column chromatography (Isolute™ C18, 0-100% MeCN in water −0.1% TFA). All the acetonitrile is removed in vacuo, and the aqueous solution remaining is adjusted to basic pH using NaHCO3. The product is extract... Starting materials: CC#N (MeCN), NC1=C(C(=O)N(C)OC)C=C(C=N1)Br (2-Amino-5-bromo-N-methoxy-N-methyl-nicotinamide), C1(CC1)NS(=O)(=O)C1=CC(=CC=C1)B(O)O (N-cyclopropyl 3-boronobenzenesulfonamide), C(Cl)Cl (DCM). Reagents/catalysts: C1=CC=C(C=C1)P([C-]2C=CC=C2)C3=CC=CC=C3.C1=CC=C(C=C1)P([C-]2C=CC=C2)C3=CC=CC=C3.Cl[Pd]Cl.[Fe+2] (Pd(dppf)Cl2). Product: NC1=C(C(=O)N(C)OC)C=C(C=N1)C1=CC(=CC=C1)S(NC1CC1)(=O)=O (2-amino-5-(3-cyclopropylsulfamoyl-phenyl)-N-methoxy-N-methyl-nicotinamide). RXN SMILES: [NH2:1][C:2]1[N:13]=[CH:12][C:11](Br)=[CH:10][C:3]=1[C:4]([N:6]([O:8][CH3:9])[CH3:7])=[O:5].[CH:15]1([NH:18][S:19]([C:22]2[CH:27]=[CH:26][CH:25]=[C:24](B(O)O)[CH:23]=2)(=[O:21])=[O:20])[CH2:17][CH2:16]1.C(Cl)Cl.CC#N>C([O-])([O-])=O.[Na+].[Na+].COCCOC.O.C1C=CC(P(C2C=CC=CC=2)[C-]2C=CC=C2)=CC=1.C1C=CC(P(C2C=CC=CC=2)[C-]2C=CC=C2)=CC=1.Cl[Pd]Cl.[Fe+2]>[NH2:1][C:2]1[N:13]=[CH:12][C:11]([C:24]2[CH:25]=[CH:26][CH:27]=[C:22]([S:19](=[O:20])(=[O:21])[NH:18][CH:15]3[CH2:16][CH2:17]3)[CH:23]=2)=[CH:10][C:3]=1[C:4]([N:6]([O:8][CH3:9])[CH3:7])=[O:5] |f:4.5.6,9.10.11.12|. Run in O (water), C(=O)([O-])[O-].[Na+].[Na+] (Na2CO3), COCCOC (DME). Reactants: ClC(C(=O)C1=CC=C(C=C1)F)C (2-chloro-1-(4-fluorophenyl)-1-propanone), O (water), [H-].[Na+] (Sodium hydride), C(CC(=O)OCC)(=O)OCC (diethyl malonate). The solvent is CN(C=O)C (dimethylformamide), CN(C=O)C (dimethylformamide). Run at time 2 hour. The product is C(C)OC(=O)C(C(=O)OCC)C(C)C(C1=CC=C(C=C1)F)=O (ethyl 2-ethoxycarbonyl-3-(4-fluorobenzoyl)butanoate). Reaction SMILES: [H-].[Na+].[C:3]([O:11][CH2:12][CH3:13])(=[O:10])[CH2:4][C:5]([O:7][CH2:8][CH3:9])=[O:6].Cl[CH:15]([CH3:25])[C:16]([C:18]1[CH:23]=[CH:22][C:21]([F:24])=[CH:20][CH:19]=1)=[O:17].O>CN(C)C=O>[CH2:12]([O:11][C:3]([CH:4]([CH:15]([C:16](=[O:17])[C:18]1[CH:23]=[CH:22][C:21]([F:24])=[CH:20][CH:19]=1)[CH3:25])[C:5]([O:7][CH2:8][CH3:9])=[O:6])=[O:10])[CH3:13] |f:0.1|. Procedure details: Sodium hydride (50% oil dispersion, 3.5 g) was added with caution to a cooled solution of diethyl malonate (11.85 ml) in dimethylformamide (10 ml). The reaction mixture was stirred at room temperature for 30 minutes before a solution of 2-chloro-1-(4-fluorophenyl)-1-propanone (12.13 g) in dimethylformamide (50 ml) was added in small aliquots. The resulting reaction mixture was stirred for 2 hours at room temperature and then water (35 ml) was added. The mixture was extracted with petroleum ether...